Dataset: the Open Reaction Database (ORD), a public repository of structured organic reaction records. Task: describe an organic reaction: reactants, conditions, products, and yield Procedure: To a solution of the above-prepared 2-phenyl-4-trifluoromethanesulfonyloxy-thiazole-5-carboxylic acid ethyl ester (0.75 mmol) in toluene (5 mL) was added piperidine (4.5 mmol). The reaction mixture was heated to 80° C. for 2 hours. The mixture was then diluted in ethyl acetate, washed successively with water and brine, and dried over MgSO4. Silica gel chromatography of the crude mixture provided title compound (96%) as a yellowish oil. Run at temperature 80 celsius. Run in C(C)(=O)OCC (ethyl acetate), C1(=CC=CC=C1)C (toluene). Yield: 96.0%. The product is crude mixture, C(C)OC(=O)C1=C(N=C(S1)C1=CC=CC=C1)N1CCCCC1 (2-Phenyl-4-piperidin-1-yl-thiazole-5-carboxylic Acid Ethyl Ester). RXN SMILES: [CH2:1]([O:3][C:4]([C:6]1[S:10][C:9]([C:11]2[CH:16]=[CH:15][CH:14]=[CH:13][CH:12]=2)=[N:8][C:7]=1OS(C(F)(F)F)(=O)=O)=[O:5])[CH3:2].[NH:25]1[CH2:30][CH2:29][CH2:28][CH2:27][CH2:26]1>C1(C)C=CC=CC=1.C(OCC)(=O)C>[CH2:1]([O:3][C:4]([C:6]1[S:10][C:9]([C:11]2[CH:16]=[CH:15][CH:14]=[CH:13][CH:12]=2)=[N:8][C:7]=1[N:25]1[CH2:30][CH2:29][CH2:28][CH2:27][CH2:26]1)=[O:5])[CH3:2]. The reactants are C(C)OC(=O)C1=C(N=C(S1)C1=CC=CC=C1)OS(=O)(=O)C(F)(F)F (2-phenyl-4-trifluoromethanesulfonyloxy-thiazole-5-carboxylic acid ethyl ester), N1CCCCC1 (piperidine). Product: C(C)(=O)OC1=C(C=C(C=C1OC)/C=C/C=C/C(=O)NCCN1CCC(CC1)C1=CNC2=CC=CC=C12)OC (1-[2-{5-(4-acetoxy-3, 5-dimethoxyphenyl)-(2E, 4E)-2, 4-pentadienoylamino}ethyl]-4-(3-indolyl)piperidine), 2fumarate. Reported procedure: To a mixture of 1-[2-{5-(4-hydroxy-3, 5-dimethoxyphenyl)-(2E, 4E)-2, 4-pentadienoylamino}ethyl]-4-(3-indolyl)piperidine (1 g) and pryidine (10 ml) was added slowly acetyl chloride (0.48 ml) at 5° to 10° C. After hour, the reaction mixture was poured into ice-water and extracted with ethyl acetate. The extract was washed with a saturated aqueous solution of sodium chloride and dried over magnesium sulfate. The solvent was distilled off and the residue was subjected to column chromatography on sil... Reactants: ice water, OC1=C(C=C(C=C1OC)/C=C/C=C/C(=O)NCCN1CCC(CC1)C1=CNC2=CC=CC=C12)OC (1-[2-{5-(4-hydroxy-3, 5-dimethoxyphenyl)-(2E, 4E)-2, 4-pentadienoylamino}ethyl]-4-(3-indolyl)piperidine), C(C)(=O)Cl (acetyl chloride). RXN SMILES: [OH:1][C:2]1[C:7]([O:8][CH3:9])=[CH:6][C:5](/[CH:10]=[CH:11]/[CH:12]=[CH:13]/[C:14]([NH:16][CH2:17][CH2:18][N:19]2[CH2:24][CH2:23][CH:22]([C:25]3[C:33]4[C:28](=[CH:29][CH:30]=[CH:31][CH:32]=4)[NH:27][CH:26]=3)[CH2:21][CH2:20]2)=[O:15])=[CH:4][C:3]=1[O:34][CH3:35].[C:36](Cl)(=[O:38])[CH3:37]>>[C:36]([O:1][C:2]1[C:3]([O:34][CH3:35])=[CH:4][C:5](/[CH:10]=[CH:11]/[CH:12]=[CH:13]/[C:14]([NH:16][CH2:17][CH2:18][N:19]2[CH2:24][CH2:23][CH:22]([C:25]3[C:33]4[C:28](=[CH:29][CH:30]=[CH:31][CH:32]=4)[NH:27][CH:26]=3)[CH2:21][CH2:20]2)=[O:15])=[CH:6][C:7]=1[O:8][CH3:9])(=[O:38])[CH3:37]. Reaction SMILES: [CH2:21]([CH2:22][CH2:23][CH3:24])[Br:25].[CH3:26][N:27]([CH3:28])[CH:29]=[O:30].[Na+:15].[Na+:16].[O-:17][C:18](=[O:19])[O-:20].[OH:1][c:2]1[cH:3][c:4]2[cH:5][cH:6][c:7]([C:12](=[O:13])[OH:14])[cH:8][c:9]2[cH:10][cH:11]1>>[OH:1][c:2]1[cH:3][c:4]2[cH:5][cH:6][c:7]([C:12](=[O:13])[O:14][CH2:21][CH2:22][CH2:23][CH3:24])[cH:8][c:9]2[cH:10][cH:11]1. The product is CCCCOC(=O)c1ccc2cc(O)ccc2c1. Reactants: CCCCBr, CN(C)C=O, [Na+], [Na+], O=C([O-])[O-], O=C(O)c1ccc2cc(O)ccc2c1. Reactants: COC=1C=C(C=C(C1)B1OC(C(O1)(C)C)(C)C)OS(=O)(=O)C (Methanesulfonic acid 3-methoxy-5-(4,4,5,5-tetramethyl-[1,3,2]dioxaborolan-2-yl)-phenyl ester), N1=CC=CC=C1 (pyridine), CS(=O)(=O)Cl (methanesulfonyl chloride). The solvent is ClCCl (dichloromethane). Run at time 24 hour. Product: ClC=1C=C(C=C(C1)OC)OS(=O)(=O)C (Methanesulfonic acid 3-chloro-5-methoxy-phenyl ester). Isolated yield 37.7%. Reaction SMILES: [CH3:1][O:2][C:3]1[CH:4]=[C:5]([O:18][S:19]([CH3:22])(=[O:21])=[O:20])[CH:6]=[C:7](B2OC(C)(C)C(C)(C)O2)[CH:8]=1.N1C=CC=CC=1.CS([Cl:33])(=O)=O>ClCCl>[Cl:33][C:7]1[CH:6]=[C:5]([O:18][S:19]([CH3:22])(=[O:21])=[O:20])[CH:4]=[C:3]([O:2][CH3:1])[CH:8]=1. Procedure details: To a 0° C. solution of 3-chloro-5-methoxy-phenol (Scheme #4, K) (16.62 g, 104.80 mmol) and pyridine (12.8 mL, 157.20 mmol) in dichloromethane (150 mL) was added methanesulfonyl chloride (8.9 mL, 115.28 mmol). The reaction was warmed to room temperature and stirred 24 hours. The dichloromethane was removed under reduced pressure and the crude material partitioned between ethyl acetate and 1N hydrochloric acid. The organic layer was washed 1N hydrochloric acid (4×), aqueous saturated sodium chlori... The reactants are N (ammonia), FC(S(=O)(=O)OC1=C(C=CC=C1)CC1CC2=CC=C(C=C2CC1)OC)(F)F (2-(6-methoxy-1,2,3,4-tetrahydronaphthalen-2-ylmethyl)phenyl trifluoromethanesulfonate), COC1=CC=C(C=C1)CCN (2-(4-methoxyphenyl)ethylamine), COC1=CC=C(C=C1)CCNC1=C(C=CC=C1)CC1CC2=CC=C(C=C2CC1)OC ([2-(4-methoxyphenyl)ethyl][2-(6-methoxy-1,2,3,4-tetrahydronaphthalen-2-ylmethyl)phenyl]amine). Run in Br (hydrobromic acid). Yields the product OC1=CC=C(C=C1)CCNC1=C(CC2CC=3C=CC(=CC3CC2)O)C=CC=C1 (6-{2-[2-(4-Hydroxyphenyl)ethylamino]benzyl}-5,6,7,8-tetrahydronaphthalen-2-ol). Reaction SMILES: FC(F)(F)S(OC1C=CC=CC=1CC1CCC2C(=CC=C(OC)C=2)C1)(=O)=O.COC1C=CC(CCN)=CC=1.C[O:40][C:41]1[CH:46]=[CH:45][C:44]([CH2:47][CH2:48][NH:49][C:50]2[CH:55]=[CH:54][CH:53]=[CH:52][C:51]=2[CH2:56][CH:57]2[CH2:66][CH2:65][C:64]3[C:59](=[CH:60][CH:61]=[C:62]([O:67]C)[CH:63]=3)[CH2:58]2)=[CH:43][CH:42]=1.N>Br>[OH:40][C:41]1[CH:42]=[CH:43][C:44]([CH2:47][CH2:48][NH:49][C:50]2[CH:55]=[CH:54][CH:53]=[CH:52][C:51]=2[CH2:56][CH:57]2[CH2:66][CH2:65][C:64]3[CH:63]=[C:62]([OH:67])[CH:61]=[CH:60][C:59]=3[CH2:58]2)=[CH:45][CH:46]=1. Reported procedure: Synthesized from 2-(6-methoxy-1,2,3,4-tetrahydronaphthalen-2-ylmethyl)phenyl trifluoromethanesulfonate (1.6 g) and 2-(4-methoxyphenyl)ethylamine (0.9 g) according to an analogous synthetic method to Example 116,to the total amount of [2-(4-methoxyphenyl)ethyl][2-(6-methoxy-1,2,3,4-tetrahydronaphthalen-2-ylmethyl)phenyl]amine (crude product) was added 48% hydrobromic acid (30 ml), and the solution was refluxed overnight. To the reaction solution was added concentrated aqueous ammonia, the solutio... Yield: 240.5%. Yields the product C1CCCCCCCOC(=O)CCCCCC1 (cyclopentadecanolide). Procedure: A 54 g portion of the hydrogenated product obtained in Reference Example 2 and 0.2 g of magnesium oxide were put into the same apparatus of Inventive Example 1 and the reaction was carried out under conditions of 230 to 260° C. and 1.3 kPa to 130 Pa to obtain 15.2 g of a colorless liquid distillate 3 hours thereafter. This distillate contained 2.2 g of cyclopentadecanolide (yield 94%), 0.93 g of 1,15-pentadecanediol (recovery ratio 96%) and 11.3 g of 2-decyl-1-tetradecanol. The reaction residue ... The reactants are C(CCCCCCCCCCCCCCO)O (1,15-pentadecanediol), C(CCCCCCCCC)C(CO)CCCCCCCCCCCC (2-decyl-1-tetradecanol). Reaction SMILES: [CH2:1]([OH:17])[CH2:2][CH2:3][CH2:4][CH2:5][CH2:6][CH2:7][CH2:8][CH2:9][CH2:10][CH2:11][CH2:12][CH2:13][CH2:14][CH2:15][OH:16].C(C(CCCCCCCCCCCC)CO)CCCCCCCCC>>[CH2:8]1[CH2:9][CH2:10][CH2:11][CH2:12][CH2:13][CH2:14][C:15](=[O:16])[O:17][CH2:1][CH2:2][CH2:3][CH2:4][CH2:5][CH2:6][CH2:7]1.